This data is from the Open Reaction Database (ORD), a public repository of structured organic reaction records. The task is: describe an organic reaction: reactants, conditions, products, and yield Starting materials: C(C1=CC=CC=C1)[C@@H]1N(C(OC1)(C)C)C(C(O)C1=CN(C=C1)C1=CC=C(C=C1)C1=CC=CC=C1)=O (1-(4(S)-benzyl-2, 2-dimethyl-oxazolidin-3-yl)-2-(biphenyl-4-yl-1H-pyrrol-3-yl)-2-hydroxy-ethanone), C(C1=CC=CC=C1)[C@@H]1N(C(OC1)(C)C)C(C(=O)C1=CC=C(O1)C1=CC=C(C=C1)C1=CC=CC=C1)=O (1-(4(S)-benzyl-2,2-dimethyl-oxazolidin-3-yl)-2-(2-biphenyl-4-y-furan-5-yl)ethane-1, 2-dione), [BH4-].[Na+] (NaBH4). The product is C(C1=CC=CC=C1)[C@@H]1N(C(OC1)(C)C)C(C(O)C1=CC=C(O1)C1=CC=C(C=C1)C1=CC=CC=C1)=O (1-(4(S)-benzyl-2,2-dimethyl-oxazolidin-3-yl)-2-(2-biphenyl-4-yl-furan-5-yl)-2-hydroxy-ethanone). As a reaction SMILES: C([C@H]1COC(C)(C)N1C(=O)C(C1C=CN(C2C=CC(C3C=CC=CC=3)=CC=2)C=1)O)C1C=CC=CC=1.[CH2:36]([C@H:43]1[CH2:47][O:46][C:45]([CH3:49])([CH3:48])[N:44]1[C:50](=[O:70])[C:51]([C:53]1[O:57][C:56]([C:58]2[CH:63]=[CH:62][C:61]([C:64]3[CH:69]=[CH:68][CH:67]=[CH:66][CH:65]=3)=[CH:60][CH:59]=2)=[CH:55][CH:54]=1)=[O:52])[C:37]1[CH:42]=[CH:41][CH:40]=[CH:39][CH:38]=1.[BH4-].[Na+]>>[CH2:36]([C@H:43]1[CH2:47][O:46][C:45]([CH3:49])([CH3:48])[N:44]1[C:50](=[O:70])[CH:51]([C:53]1[O:57][C:56]([C:58]2[CH:59]=[CH:60][C:61]([C:64]3[CH:65]=[CH:66][CH:67]=[CH:68][CH:69]=3)=[CH:62][CH:63]=2)=[CH:55][CH:54]=1)[OH:52])[C:37]1[CH:42]=[CH:41][CH:40]=[CH:39][CH:38]=1 |f:2.3|. Procedure details: According to the procdure described in Example 13 for the preparation of 1-(4(S)-benzyl-2, 2-dimethyl-oxazolidin-3-yl)-2-(biphenyl-4-yl-1H-pyrrol-3-yl)-2-hydroxy-ethanone, 1-(4(S)-benzyl-2,2-dimethyl-oxazolidin-3-yl)-2-(2-biphenyl-4-y-furan-5-yl)ethane-1, 2-dione was reduced with NaBH4 to give in quantitative yield 1-(4(S)-benzyl-2,2-dimethyl-oxazolidin-3-yl)-2-(2-biphenyl-4-yl-furan-5-yl)-2-hydroxy-ethanone. Starting materials: C[Mg]Br (methylmagnesium bromide), CON(C(=O)C=1C2=C(N=C(C1)C1=C(C=C(C=C1)OCC1=CC=CC=C1)F)N(N=C2C)C2OCCCC2)C (6-(4-Benzyloxy-2-fluoro-phenyl)-3-methyl-1-(tetrahydro-pyran-2-yl)-1H-pyrazolo[3,4-b]pyridine-4-carboxylic acid methoxy-methyl-amide), [Cl-].[NH4+] (ammonium chloride). Run in C1CCOC1 (THF). Reaction conditions: time 8 hour. Yields the product C(C1=CC=CC=C1)OC1=CC(=C(C=C1)C1=CC(=C2C(=N1)N(N=C2C)C2OCCCC2)C=O)F (1-[6-(4-benzyloxy-2-fluoro-phenyl)-3-methyl-1-(tetrahydro-pyran-2-yl)-1H-pyrazolo[3,4-b]pyridin-4-yl]-methanone). The yield is 113.3%. As a reaction SMILES: CON(C)[C:4]([C:6]1[C:7]2[C:29]([CH3:30])=[N:28][N:27]([CH:31]3[CH2:36][CH2:35][CH2:34][CH2:33][O:32]3)[C:8]=2[N:9]=[C:10]([C:12]2[CH:17]=[CH:16][C:15]([O:18][CH2:19][C:20]3[CH:25]=[CH:24][CH:23]=[CH:22][CH:21]=3)=[CH:14][C:13]=2[F:26])[CH:11]=1)=[O:5].C[Mg]Br.[Cl-].[NH4+]>C1COCC1>[CH2:19]([O:18][C:15]1[CH:16]=[CH:17][C:12]([C:10]2[N:9]=[C:8]3[N:27]([CH:31]4[CH2:36][CH2:35][CH2:34][CH2:33][O:32]4)[N:28]=[C:29]([CH3:30])[C:7]3=[C:6]([CH:4]=[O:5])[CH:11]=2)=[C:13]([F:26])[CH:14]=1)[C:20]1[CH:25]=[CH:24][CH:23]=[CH:22][CH:21]=1 |f:2.3|. Procedure: 6-(4-Benzyloxy-2-fluoro-phenyl)-3-methyl-1-(tetrahydro-pyran-2-yl)-1H-pyrazolo[3,4-b]pyridine-4-carboxylic acid methoxy-methyl-amide (1.0 g) was dissolved in THF (25 mL). At 0° C. methylmagnesium bromide solution (1 M, 3.9 mL) was added slowly, the mixture was warmed to r.t. while stirring overnight. Saturated ammonium chloride solution was added, the mixture was extracted with dichloromethane, the organic phases were dried over magnesium sulfate and concentrated in a membrane pump vacuum. The r... The reactants are S(O)(O)(=O)=O (sulfuric acid), O.[OH-].[Na+] (sodium hydroxide water), [H-].[Al+3].[Li+].[H-].[H-].[H-] (lithium aluminum hydride), C/C(=C/C(=O)OC)/CCC=C(C)C (methyl (Z)-3,7-dimethylocta-2,6-dienoate). Run in C(C)OCC (ethyl ether), O (water), O1CCCC1 (tetrahydrofuran), O (water). Reaction conditions: time 20 minute. Product: C/C(=C/CO)/CCC=C(C)C ((Z)-3,7-dimethylocta-2,6-dien-1-ol). RXN SMILES: [H-].[Al+3].[Li+].[H-].[H-].[H-].S(=O)(=O)(O)O.[CH3:12]/[C:13](/[CH2:19][CH2:20][CH:21]=[C:22]([CH3:24])[CH3:23])=[CH:14]/[C:15](OC)=[O:16].O.[OH-].[Na+]>O1CCCC1.O.C(OCC)C>[CH3:12]/[C:13](/[CH2:19][CH2:20][CH:21]=[C:22]([CH3:24])[CH3:23])=[CH:14]/[CH2:15][OH:16] |f:0.1.2.3.4.5,8.9.10|. Procedure: To 10 ml. of 1 M lithium aluminum hydride in tetrahydrofuran, cooled to 0°, is added, dropwise, 0.28 ml. of 18 M sulfuric acid. The addition should be made at a rate such that the temperature remains at or below about +15°. After the addition is complete, the reaction mixture is stirred for 20 minutes and 0.55 grams of methyl (Z)-3,7-dimethylocta-2,6-dienoate is added. The reaction is allowed to proceed for about 3 hours while keeping the temperature between 0° and +5°. Then 20 ml. of ethyl ethe... Reactants: C12(CC3CC(CC(C1)C3)C2)OCC2=C(N=C(N2)C2CCC=CCC2)C(=O)O (5-(adamantan-1-yloxymethyl)-2-cyclohept-4-enyl-1H-imidazole-4-carboxylic acid), COC(C1=CC(=CC=C1)N)=O (3-amino-benzoic acid methyl ester), benzyl ester, C1(CCC=CCC1)C=O (cyclohept-4-enecarboxaldehyde), C1(CCCCC1)C=O (cyclohexanecarboxaldehyde). The product is C(C1=CC=CC=C1)OC(=O)C=1N=C(NC1COC12CC3CC(CC(C1)C3)C2)C2CCC=CCC2 (5-(Adamantan-1-yloxymethyl)-2-cyclohept-4-enyl-1H-imidazole-4-carboxylic acid benzyl ester), COC(C1=CC(=CC=C1)NC(=O)C=1N=C(NC1COC12CC3CC(CC(C1)C3)C2)C2CCC=CCC2)=O (3-{[5-(adamantan-1-yloxymethyl)-2-cyclohept-4-enyl-1H-imidazole-4-carbonyl]-amino}-benzoic acid methyl ester). Reaction SMILES: C1(C=O)CCC=CCC1.[CH:10]1([CH:16]=[O:17])[CH2:15][CH2:14][CH2:13][CH2:12][CH2:11]1.[C:18]12([O:28][CH2:29][C:30]3[NH:34][C:33]([CH:35]4[CH2:41][CH2:40][CH:39]=[CH:38][CH2:37][CH2:36]4)=[N:32][C:31]=3[C:42]([OH:44])=[O:43])[CH2:27][CH:22]3[CH2:23][CH:24]([CH2:26][CH:20]([CH2:21]3)[CH2:19]1)[CH2:25]2.[CH3:45][O:46][C:47](=[O:55])[C:48]1[CH:53]=[CH:52][CH:51]=[C:50]([NH2:54])[CH:49]=1>>[CH2:16]([O:17][C:42]([C:31]1[N:32]=[C:33]([CH:35]2[CH2:41][CH2:40][CH:39]=[CH:38][CH2:37][CH2:36]2)[NH:34][C:30]=1[CH2:29][O:28][C:18]12[CH2:25][CH:24]3[CH2:26][CH:20]([CH2:21][CH:22]([CH2:23]3)[CH2:27]1)[CH2:19]2)=[O:43])[C:10]1[CH:15]=[CH:14][CH:13]=[CH:12][CH:11]=1.[CH3:45][O:46][C:47](=[O:55])[C:48]1[CH:53]=[CH:52][CH:51]=[C:50]([NH:54][C:42]([C:31]2[N:32]=[C:33]([CH:35]3[CH2:41][CH2:40][CH:39]=[CH:38][CH2:37][CH2:36]3)[NH:34][C:30]=2[CH2:29][O:28][C:18]23[CH2:27][CH:22]4[CH2:21][CH:20]([CH2:26][CH:24]([CH2:23]4)[CH2:25]2)[CH2:19]3)=[O:44])[CH:49]=1. Procedure details: 5-(Adamantan-1-yloxymethyl)-2-cyclohept-4-enyl-1H-imidazole-4-carboxylic acid benzyl ester was prepared according to the procedure of Example 216, steps a, b, c, d with the modification that cyclohept-4-enecarboxaldehyde (D. F. Murray et al. J. Org Chem. 1986, 51, 1) was used in step d instead of cyclohexanecarboxaldehyde. The benzyl ester was hydrolysed according to the procedure of Example 211, step b and the resulting 5-(adamantan-1-yloxymethyl)-2-cyclohept-4-enyl-1H-imidazole-4-carboxylic ac...